This data is from the Open Reaction Database (ORD), a public repository of structured organic reaction records. The task is: describe an organic reaction: reactants, conditions, products, and yield Starting materials: [Li]C(C)(C)C, C1CCOC1, COc1ccc2c(c1)ncn2C, O=C1CCC(=O)N1I. Product: COc1ccc2c(c1)nc(I)n2C. As a reaction SMILES: [C:13]([Li:14])([CH3:15])([CH3:16])[CH3:17].[CH2:26]1[O:27][CH2:28][CH2:29][CH2:30]1.[CH3:1][O:2][c:3]1[cH:4][c:5]2[c:6]([n:7]([CH3:10])[cH:8][n:9]2)[cH:11][cH:12]1.[O:18]=[C:19]1[N:20]([I:25])[C:21](=[O:22])[CH2:23][CH2:24]1>>[CH3:1][O:2][c:3]1[cH:4][c:5]2[c:6]([n:7]([CH3:10])[c:8]([I:25])[n:9]2)[cH:11][cH:12]1. The reactants are ClC1=CC(=C(N=N1)C(=O)OC)NC1=NC(=C(C=C1)Cl)C (methyl 6-chloro-4-(5-chloro-6-methylpyridin-2-ylamino)pyridazine-3-carboxylate), N (ammonia), CO (methanol). Conditions: temperature 50 celsius, time 18 hour. Product: ClC1=CC(=C(N=N1)C(=O)N)NC1=NC(=C(C=C1)Cl)C (6-chloro-4-(5-chloro-6-methylpyridin-2-ylamino)pyridazine-3-carboxamide). Isolated yield 116.0%. RXN SMILES: [Cl:1][C:2]1[N:7]=[N:6][C:5]([C:8](OC)=[O:9])=[C:4]([NH:12][C:13]2[CH:18]=[CH:17][C:16]([Cl:19])=[C:15]([CH3:20])[N:14]=2)[CH:3]=1.[NH3:21].CO>>[Cl:1][C:2]1[N:7]=[N:6][C:5]([C:8]([NH2:21])=[O:9])=[C:4]([NH:12][C:13]2[CH:18]=[CH:17][C:16]([Cl:19])=[C:15]([CH3:20])[N:14]=2)[CH:3]=1. Procedure details: A pressure tube was charged with methyl 6-chloro-4-(5-chloro-6-methylpyridin-2-ylamino)pyridazine-3-carboxylate (600 mg, 1.92 mmol) and an ammonia solution in methanol (7M, 20 mL, 140 mmol). The reaction mixture was heated to 50° C. and was stirred for 18 h. The mixture was cooled and concentrated in vacuo to give 6-chloro-4-(5-chloro-6-methylpyridin-2-ylamino)pyridazine-3-carboxamide (665 mg crude, 116%) as a yellow solid. 1H NMR (400 MHz, CHLOROFORM-d) d ppm 11.69 (br. s., 1H), 9.18 (s, 1H), 8... Starting materials: CCO (EtOH), C(=O)([O-])[O-].[K+].[K+] (K2CO3), ClCC(=O)N(CCNC(OC(C)(C)C)=O)CC1CCC2=CC(=CC=C12)C#N (tert-Butyl (2-{(chloroacetyl)[(5-cyano-2,3-dihydro-1H-inden-1-yl)methyl]amino}ethyl)carbamate). Solvent: Cl.O1CCOCC1 (HCl dioxane). Reaction conditions: time 12 hour. Product: O=C1N(CCNC1)CC1CCC2=CC(=CC=C12)C#N (1-[(2-Oxopiperazin-1-yl)methyl]indane-5-carbonitrile). RXN SMILES: ClC[C:3]([N:5]([CH2:16][CH:17]1[C:25]2[C:20](=[CH:21][C:22]([C:26]#[N:27])=[CH:23][CH:24]=2)[CH2:19][CH2:18]1)[CH2:6][CH2:7][NH:8][C:9](=O)OC(C)(C)C)=[O:4].CCO.C([O-])([O-])=O.[K+].[K+]>Cl.O1CCOCC1>[O:4]=[C:3]1[CH2:9][NH:8][CH2:7][CH2:6][N:5]1[CH2:16][CH:17]1[C:25]2[C:20](=[CH:21][C:22]([C:26]#[N:27])=[CH:23][CH:24]=2)[CH2:19][CH2:18]1 |f:2.3.4,5.6|. Reported procedure: A mixture of tert-Butyl (2-{(chloroacetyl)[(5-cyano-2,3-dihydro-1H-inden-1-yl)methyl]amino}ethyl)carbamate (125 mg, 0.32 mmol) in HCl/dioxane (20 mL) was stirred at RT for 12 hours and then concentrated to dryness. To the residue was added 2 mL EtOH and K2CO3 (300 mg, 2.0 mmol). The resulting mixture was heated to reflux for 4 hours before cooled to RT and filtered. The filtrate was concentrate and the residue was partitioned between EtOAc and water. The organic layer was washed with brine, drie... Starting materials: CN(C)C=O, COC(C)(C)C, COCCCN1CCOc2ccc(COC3CN(C(=O)OCc4ccccc4)CCC3c3ccc(CCl)cc3)cc21, [H-], [Na+], c1ccc(C2CCNC2)cc1. Yields the product COCCCN1CCOc2ccc(COC3CN(C(=O)OCc4ccccc4)CCC3c3ccc(CN4CCC(c5ccccc5)C4)cc3)cc21. As a reaction SMILES: [CH3:55][N:56]([CH3:57])[CH:58]=[O:59].[CH3:60][O:61][C:62]([CH3:63])([CH3:64])[CH3:65].[Cl:1][CH2:2][c:3]1[cH:4][cH:5][c:6]([CH:9]2[CH:10]([O:25][CH2:26][c:27]3[cH:28][cH:29][c:30]4[c:31]([cH:41]3)[N:32]([CH2:36][CH2:37][CH2:38][O:39][CH3:40])[CH2:33][CH2:34][O:35]4)[CH2:11][N:12]([C:15](=[O:16])[O:17][CH2:18][c:19]3[cH:20][cH:21][cH:22][cH:23][cH:24]3)[CH2:13][CH2:14]2)[cH:7][cH:8]1.[H-:53].[Na+:54].[c:42]1([CH:48]2[CH2:49][NH:50][CH2:51][CH2:52]2)[cH:43][cH:44][cH:45][cH:46][cH:47]1>>[CH2:2]([c:3]1[cH:4][cH:5][c:6]([CH:9]2[CH:10]([O:25][CH2:26][c:27]3[cH:28][cH:29][c:30]4[c:31]([cH:41]3)[N:32]([CH2:36][CH2:37][CH2:38][O:39][CH3:40])[CH2:33][CH2:34][O:35]4)[CH2:11][N:12]([C:15](=[O:16])[O:17][CH2:18][c:19]3[cH:20][cH:21][cH:22][cH:23][cH:24]3)[CH2:13][CH2:14]2)[cH:7][cH:8]1)[N:50]1[CH2:49][CH:48]([c:42]2[cH:43][cH:44][cH:45][cH:46][cH:47]2)[CH2:52][CH2:51]1.